Task: describe an organic reaction: reactants, conditions, products, and yield. Dataset: the Open Reaction Database (ORD), a public repository of structured organic reaction records The reactants are BrC1=CC=C2C(=N1)C(=C(O2)C(C2CCCCC2)NC2=CC=C(C=C2)C(=O)N(CCC(=O)OCC)C)C (ethyl 3-{[(4-{[(5-bromo-3-methylfuro[3,2-b]pyridin-2-yl)(cyclohexyl)methyl]amino}phenyl)carbonyl](methyl)amino}-propanoate), O1CCCC1 (tetrahydrofuran), [OH-].[Li+] (lithium hydroxide). Run in C(C)O (ethanol). Run at time 8 hour. The product is BrC1=CC=C2C(=N1)C(=C(O2)C(C2CCCCC2)NC2=CC=C(C=C2)C(=O)N(CCC(=O)O)C)C (3-{[(4-{[(5-bromo-3-methylfuro[3,2-b]pyridin-2-yl)(cyclohexyl)methyl]amino}phenyl)carbonyl](methyl)amino}-propanoic acid). Isolated yield 105.3%. Reaction SMILES: [Br:1][C:2]1[N:7]=[C:6]2[C:8]([CH3:36])=[C:9]([CH:11]([NH:18][C:19]3[CH:24]=[CH:23][C:22]([C:25]([N:27]([CH3:35])[CH2:28][CH2:29][C:30]([O:32]CC)=[O:31])=[O:26])=[CH:21][CH:20]=3)[CH:12]3[CH2:17][CH2:16][CH2:15][CH2:14][CH2:13]3)[O:10][C:5]2=[CH:4][CH:3]=1.O1CCCC1.[OH-].[Li+]>C(O)C>[Br:1][C:2]1[N:7]=[C:6]2[C:8]([CH3:36])=[C:9]([CH:11]([NH:18][C:19]3[CH:20]=[CH:21][C:22]([C:25]([N:27]([CH3:35])[CH2:28][CH2:29][C:30]([OH:32])=[O:31])=[O:26])=[CH:23][CH:24]=3)[CH:12]3[CH2:13][CH2:14][CH2:15][CH2:16][CH2:17]3)[O:10][C:5]2=[CH:4][CH:3]=1 |f:2.3|. Reported procedure: To a mixture of ethyl 3-{[(4-{[(5-bromo-3-methylfuro[3,2-b]pyridin-2-yl)(cyclohexyl)methyl]amino}phenyl)carbonyl](methyl)amino}-propanoate (271 mg) synthesized above, tetrahydrofuran (5 mL) and ethanol (5 mL) was added 1N lithium hydroxide aqueous solution (1.00 mL), and the mixture was stirred overnight at room temperature, and concentrated under reduced pressure. The residue was dissolved in water (10 mL), and 1N hydrochloric acid (1.00 mL) was added at 0° C. The resulting precipitate was coll...